From a dataset of the Open Reaction Database (ORD), a public repository of structured organic reaction records. describe an organic reaction: reactants, conditions, products, and yield Reactants: C(C(C)(C)C)(=O)Cl (Pivaloyl chloride), O (water), BrC1=C(OC2=CC=NC3=CC(=C(C=C23)OC)OC)C=CC(=C1)C (4-(2-Bromo-4-methylphenoxy)-6,7-dimethoxyquinoline), BrC1=C(OC2=CC=NC3=CC(=C(C=C23)OC)OC)C=CC(=C1)C (4-(2-Bromo-4-methylphenoxy)-6,7-dimethoxyquinoline), C(CCC)[Li].CCCCCC (n-butyllithium hexane). Solvent: O1CCCC1 (tetrahydrofuran). Reaction conditions: temperature -78 celsius, time 20 minute. Yields the product COC=1C=C2C(=CC=NC2=CC1OC)OC1=C(C=C(C=C1)C)C(C(C)(C)C)=O (1-{2-[(6,7-Dimethoxy-4-quinolyl)oxy]-5-methylphenyl}-2,2-dimethyl-1-propanone). The yield is 21.0%. RXN SMILES: Br[C:2]1[CH:22]=[C:21]([CH3:23])[CH:20]=[CH:19][C:3]=1[O:4][C:5]1[C:14]2[C:9](=[CH:10][C:11]([O:17][CH3:18])=[C:12]([O:15][CH3:16])[CH:13]=2)[N:8]=[CH:7][CH:6]=1.C([Li])CCC.CCCCCC.[C:35](Cl)(=[O:40])[C:36]([CH3:39])([CH3:38])[CH3:37].O>O1CCCC1>[CH3:16][O:15][C:12]1[CH:13]=[C:14]2[C:9](=[CH:10][C:11]=1[O:17][CH3:18])[N:8]=[CH:7][CH:6]=[C:5]2[O:4][C:3]1[CH:19]=[CH:20][C:21]([CH3:23])=[CH:22][C:2]=1[C:35](=[O:40])[C:36]([CH3:39])([CH3:38])[CH3:37] |f:1.2|. Procedure details: 4-(2-Bromo-4-methylphenoxy)-6,7-dimethoxyquinoline (compound 4) (100 mg) was dissolved in tetrahydrofuran (6 ml) to prepare a solution which was then cooled to −78° C. A 1.59 M n-butyllithium/hexane solution (0.4 ml) was added thereto, and the mixture was stirred at −78° C. for 20 min. Pivaloyl chloride (0.2 ml) was added to the reaction solution, and the mixture was stirred at room temperature overnight. Further, water was added to the reaction solution, and the mixture was extracted with ethyl... Reactants: Cl (HCl), ClC1=CC=C(CN2C(=NC=C2)C(=O)OCC)C=C1 (Ethyl 1-(4-chlorobenzyl)-1H-imidazole-2-carboxylate), O (water), [OH-].[Na+] (NaOH). Run in CCO (EtOH). The product is ClC1=CC=C(CN2C(=NC=C2)C(=O)O)C=C1 (1-(4-chlorobenzyl)-1H-imidazole-2-carboxylic acid). As a reaction SMILES: [Cl:1][C:2]1[CH:18]=[CH:17][C:5]([CH2:6][N:7]2[CH:11]=[CH:10][N:9]=[C:8]2[C:12]([O:14]CC)=[O:13])=[CH:4][CH:3]=1.[OH-].[Na+].O.Cl>CCO>[Cl:1][C:2]1[CH:3]=[CH:4][C:5]([CH2:6][N:7]2[CH:11]=[CH:10][N:9]=[C:8]2[C:12]([OH:14])=[O:13])=[CH:17][CH:18]=1 |f:1.2|. Procedure details: Ethyl 1-(4-chlorobenzyl)-1H-imidazole-2-carboxylate (7.28 g, 27.5 mmol), was dissolved in EtOH (10 mL) and 10% aq. NaOH (20 mL) and stirred at rt for 15 h. The solvent was then stripped off, water was added, and the solution acidified with HCl. The resulting precipitate was collected over a filter and washed with 1M HCl and dried to afford the title compound as a white powder without further characterization. (Yield: 6.506 g, 27.5 mmol, 100%) The reactants are Cc1nc(C(F)(F)F)ccc1C(=O)Nc1ccc(Cl)c(CO)c1, ClCCl. Product: Cc1nc(C(F)(F)F)ccc1C(=O)Nc1ccc(Cl)c(C=O)c1. RXN SMILES: [Cl:1][c:2]1[c:3]([CH2:22][OH:23])[cH:4][c:5]([NH:8][C:9]([c:10]2[c:11]([CH3:20])[n:12][c:13]([C:16]([F:17])([F:18])[F:19])[cH:14][cH:15]2)=[O:21])[cH:6][cH:7]1.[Cl:24][CH2:25][Cl:26]>>[Cl:1][c:2]1[c:3]([CH:22]=[O:23])[cH:4][c:5]([NH:8][C:9]([c:10]2[c:11]([CH3:20])[n:12][c:13]([C:16]([F:17])([F:18])[F:19])[cH:14][cH:15]2)=[O:21])[cH:6][cH:7]1. The reactants are COc1cc(OC(F)(F)F)ccc1-c1ncc([N+](=O)[O-])cc1C, ClCCl, O=C(OO)c1cccc(Cl)c1. Yields the product COc1cc(OC(F)(F)F)ccc1-c1c(C)cc([N+](=O)[O-])c[n+]1[O-]. Reaction SMILES: [CH3:12][O:13][c:14]1[c:15](-[c:25]2[n:26][cH:27][c:28]([N+:32](=[O:33])[O-:34])[cH:29][c:30]2[CH3:31])[cH:16][cH:17][c:18]([O:20][C:21]([F:22])([F:23])[F:24])[cH:19]1.[Cl:35][CH2:36][Cl:37].[OH:1][O:2][C:3]([c:4]1[cH:5][c:6]([Cl:7])[cH:8][cH:9][cH:10]1)=[O:11]>>[O-:1][n+:26]1[c:25](-[c:15]2[c:14]([O:13][CH3:12])[cH:19][c:18]([O:20][C:21]([F:22])([F:23])[F:24])[cH:17][cH:16]2)[c:30]([CH3:31])[cH:29][c:28]([N+:32](=[O:33])[O-:34])[cH:27]1. The reactants are C[C@H]1[C@H]([C@H](C[C@@H](O1)OC2[C@@H](O[C@H](C[C@@H]2N(C)C)O[C@H]3C[C@@]([C@@H](C4=C3C(=C5C(=C4)C(=O)C6=C(C5=O)C(=CC=C6)O)O)C(=O)OC)(C)O)C)O)O (auramycin C), [OH-].[Na+] (sodium hydroxide). Run in Cl (hydrochloric acid). Product: CC1C(C(CC(O1)OC2CC(C(C3=C2C(=C4C(=C3)C(=O)C5=C(C4=O)C(=CC=C5)O)O)C(=O)OC)(C)O)N(C)C)O (auramycin D). Yield: 88.9%. Reaction SMILES: C[C@@H]1O[C@@H]([O:8][CH:9]2[C@@H:14]([N:15]([CH3:17])[CH3:16])[CH2:13][C@H:12]([O:18][C@@H:19]3[C:24]4[C:25]([OH:40])=[C:26]5[C:33](=[O:34])[C:32]6[C:35]([OH:39])=[CH:36][CH:37]=[CH:38][C:31]=6[C:29](=[O:30])[C:27]5=[CH:28][C:23]=4[C@@H:22]([C:41]([O:43][CH3:44])=[O:42])[C@@:21]([OH:46])([CH3:45])[CH2:20]3)[O:11][C@H:10]2[CH3:47])C[C@H](O)[C@@H]1O.[OH-].[Na+]>Cl>[CH3:47][CH:10]1[O:11][CH:12]([O:18][CH:19]2[C:24]3[C:25]([OH:40])=[C:26]4[C:33](=[O:34])[C:32]5[C:35]([OH:39])=[CH:36][CH:37]=[CH:38][C:31]=5[C:29](=[O:30])[C:27]4=[CH:28][C:23]=3[CH:22]([C:41]([O:43][CH3:44])=[O:42])[C:21]([OH:46])([CH3:45])[CH2:20]2)[CH2:13][CH:14]([N:15]([CH3:17])[CH3:16])[CH:9]1[OH:8] |f:1.2|. Procedure: A solution of 100 mg of auramycin C in 50 ml of 0.5% hydrochloric acid was hydrolysed at room temperature for 60 minutes. The reaction mixture was neutralised by dilute sodium hydroxide solution, extracted with 100 ml of chloroform twice and concentrated in vacuo to a small volume. The concentrate was chromatographed with thin layer chromatography plates (chloroform:methanol, 5:1). The band containing auramycin D was scraped off and extracted with a solvent mixture of chloroform and methanol (4:... Reactants: CCOP(=O)(CCCCCCN1C(=O)c2ccccc2C1=O)NC1CSC(c2ccccc2)N(CC(=O)O)C1=O, Cc1ccccc1, NN, C1COCCO1, O. Product: CCOP(=O)(CCCCCCN)NC1CSC(c2ccccc2)N(CC(=O)O)C1=O. RXN SMILES: [CH2:1]([CH3:2])[O:3][P:4](=[O:5])([CH2:6][CH2:7][CH2:8][CH2:9][CH2:10][CH2:11][N:12]1[C:13](=[O:14])[c:15]2[cH:16][cH:17][cH:18][cH:19][c:20]2[C:21]1=[O:22])[NH:23][CH:24]1[C:25](=[O:40])[N:26]([CH2:36][C:37](=[O:38])[OH:39])[CH:27]([c:30]2[cH:31][cH:32][cH:33][cH:34][cH:35]2)[S:28][CH2:29]1.[CH3:50][c:51]1[cH:52][cH:53][cH:54][cH:55][cH:56]1.[NH2:42][NH2:43].[O:44]1[CH2:45][CH2:46][O:47][CH2:48][CH2:49]1.[OH2:41]>>[CH2:1]([CH3:2])[O:3][P:4](=[O:5])([CH2:6][CH2:7][CH2:8][CH2:9][CH2:10][CH2:11][NH2:12])[NH:23][CH:24]1[C:25](=[O:40])[N:26]([CH2:36][C:37](=[O:38])[OH:39])[CH:27]([c:30]2[cH:31][cH:32][cH:33][cH:34][cH:35]2)[S:28][CH2:29]1. The reactants are C1(CC1)C(=COC)C1=NC=CC(=C1C)Cl (2-(1-cyclopropyl-2-methoxy-vinyl)-3-methyl-4-chloro-pyridine), S(O)(O)(=O)=O (sulfuric acid), [OH-].[Na+] (NaOH). Solvent: C(C)(=O)O (acetic acid). Product: CC=1C(=NC=CC1Cl)C(C=O)C1CC1 (2-(3-methyl-4-chloro-pyridin-2-yl)-2-cyclopropyl-acetaldehyde). Yield: 80.3%. RXN SMILES: [CH:1]1([C:4]([C:8]2[C:13]([CH3:14])=[C:12]([Cl:15])[CH:11]=[CH:10][N:9]=2)=[CH:5][O:6]C)[CH2:3][CH2:2]1.S(=O)(=O)(O)O.[OH-].[Na+]>C(O)(=O)C>[CH3:14][C:13]1[C:8]([CH:4]([CH:1]2[CH2:3][CH2:2]2)[CH:5]=[O:6])=[N:9][CH:10]=[CH:11][C:12]=1[Cl:15] |f:2.3|. Procedure: A solution of 2-(1-cyclopropyl-2-methoxy-vinyl)-3-methyl-4-chloro-pyridine (6.41 g, 28.7 mmol) in acetic acid (50 mL) was treated with sulfuric acid (6.52 mL, 143 mmol) at room temperature overnight. The reaction mixture was neutralized with 2N NaOH to pH 8-9 extracted with ethyl acetate (2×100 mL). The organic phases were combined, dried, and concentrated. The residue was purified by flash silica column chromatography (hexane/ethyl acetate=2:1) to afford the title compound as a yellow solid (4....